Task: describe an organic reaction: reactants, conditions, products, and yield. Dataset: the Open Reaction Database (ORD), a public repository of structured organic reaction records Starting materials: O=C([O-])[O-], CS(C)=O, CCCCCC, CCOC(C)=O, CC(C)(C)OC(=O)N1CCC(OS(C)(=O)=O)CC1, [K+], [K+], O, O=c1cc(O)cc[nH]1. The product is CC(C)(C)OC(=O)N1CCC(Oc2cc[nH]c(=O)c2)CC1. Reaction SMILES: [C:31](=[O:32])([O-:33])[O-:34].[CH3:27][S:28]([CH3:29])=[O:30].[CH3:37][CH2:38][CH2:39][CH2:40][CH2:41][CH3:42].[CH3:43][CH2:44][O:45][C:46]([CH3:47])=[O:48].[CH3:9][S:10]([O:11][CH:14]1[CH2:15][CH2:16][N:17]([C:20](=[O:21])[O:22][C:23]([CH3:24])([CH3:25])[CH3:26])[CH2:18][CH2:19]1)(=[O:12])=[O:13].[K+:35].[K+:36].[OH2:49].[OH:1][c:2]1[cH:3][c:4](=[O:8])[nH:5][cH:6][cH:7]1>>[O:1]([c:2]1[cH:3][c:4](=[O:8])[nH:5][cH:6][cH:7]1)[CH:14]1[CH2:15][CH2:16][N:17]([C:20](=[O:21])[O:22][C:23]([CH3:24])([CH3:25])[CH3:26])[CH2:18][CH2:19]1.